The task is: describe an organic reaction: reactants, conditions, products, and yield. This data is from the Open Reaction Database (ORD), a public repository of structured organic reaction records. Starting materials: CC(C)(C)[Si](C)(C)OCCCC(Oc1ncnc2c1cnn2-c1ncccc1Cl)C(=O)Nc1ccc(C#N)cn1, C1CCOC1, CCCC[N+](CCCC)(CCCC)CCCC, [F-]. Product: N#Cc1ccc(NC(=O)C(CCCO)Oc2ncnc3c2cnn3-c2ncccc2Cl)nc1. Reaction SMILES: [C:19]([Si:20]([CH3:21])([CH3:22])[O:24][CH2:25][CH2:26][CH2:27][CH:28]([C:29](=[O:30])[NH:31][c:32]1[n:33][cH:34][c:35]([C:38]#[N:39])[cH:36][cH:37]1)[O:40][c:41]1[c:42]2[c:43]([n:44][cH:45][n:46]1)[n:47](-[c:50]1[n:51][cH:52][cH:53][cH:54][c:55]1[Cl:56])[n:48][cH:49]2)([CH3:23])([CH3:57])[CH3:58].[CH2:59]1[O:60][CH2:61][CH2:62][CH2:63]1.[CH3:2][CH2:3][CH2:4][CH2:5][N+:6]([CH2:7][CH2:8][CH2:9][CH3:10])([CH2:11][CH2:12][CH2:13][CH3:14])[CH2:15][CH2:16][CH2:17][CH3:18].[F-:1]>>[OH:24][CH2:25][CH2:26][CH2:27][CH:28]([C:29](=[O:30])[NH:31][c:32]1[n:33][cH:34][c:35]([C:38]#[N:39])[cH:36][cH:37]1)[O:40][c:41]1[c:42]2[c:43]([n:44][cH:45][n:46]1)[n:47](-[c:50]1[n:51][cH:52][cH:53][cH:54][c:55]1[Cl:56])[n:48][cH:49]2. Starting materials: Cl (HCl), ClC1=C(C=CC=C1)[C@@H](C#N)O ((s)-2-(2-chlorophenyl)-2-hydroxyacetonitrile), C1(=CC=C(C=C1)S(=O)(=O)Cl)C (4-toluene sulfonyl chloride), CN(C1=CC=CC=C1)C (N,N-dimethyl aniline). The solvent is C(C)(=O)OCCCC (butyl acetate). Conditions: time 3 hour. Product: CC1=CC=C(C=C1)S(=O)(=O)OC(C#N)C1=C(C=CC=C1)Cl ((2-chlorophenyl)(cyano)methyl 4-methylbenzenesulfonate). The yield is 96.9%. Reaction SMILES: [Cl:1][C:2]1[CH:7]=[CH:6][CH:5]=[CH:4][C:3]=1[C@H:8]([OH:11])[C:9]#[N:10].[C:12]1([CH3:22])[CH:17]=[CH:16][C:15]([S:18](Cl)(=[O:20])=[O:19])=[CH:14][CH:13]=1.CN(C)C1C=CC=CC=1.Cl>C(OCCCC)(=O)C>[CH3:22][C:12]1[CH:17]=[CH:16][C:15]([S:18]([O:11][CH:8]([C:3]2[CH:4]=[CH:5][CH:6]=[CH:7][C:2]=2[Cl:1])[C:9]#[N:10])(=[O:20])=[O:19])=[CH:14][CH:13]=1. Reported procedure: (s)-2-(2-chlorophenyl)-2-hydroxyacetonitrile (16.8 g, 0.1 mol) and 4-toluene sulfonyl chloride (21 g, 0.11 mol) was dissolved in butyl acetate (100 mL) in a suitable reaction flask. N,N-dimethyl aniline (10 mL) was added dropwise to the mixture at 0-5° C. and the reaction continued at 20-25° C. for 3 hours, and then refluxed till the reaction was completed by TLC monitoring. Cold down the reaction mixture, 5% HCl (50 mL) was added and stirred at room temperature. Butyl acetate layer was separate... The reactants are C(CC#C)N1N=C2C=CC=CC2=C1 (2-(but-3-ynyl)-2H-indazole), C(CC#C)N1N=CC2=CC=CC=C12 (1-(but-3-ynyl)-1H-indazole), C1=CC=C(C=C1)P(C2=CC=CC=C2)C3=CC=CC=C3 (PPh3), BrC1=NC=CC=C1 (2-bromopyridine). Reagents/catalysts: [Cu]I (CuI), Cl[Pd]([P](C1=CC=CC=C1)(C2=CC=CC=C2)C3=CC=CC=C3)([P](C4=CC=CC=C4)(C5=CC=CC=C5)C6=CC=CC=C6)Cl (Pd(PPh3)2Cl2). Run in CN(C)C=O (DMF), CCN(CC)CC (Et3N). Run at temperature 120 celsius. Yields the product N1=C(C=CC=C1)C#CCCN1N=C2C=CC=CC2=C1 (2-(4-(pyridin-2-yl)but-3-ynyl)-2H-indazole), N1=C(C=CC=C1)C#CCCN1N=CC2=CC=CC=C12 (1-(4-(pyridin-2-yl)but-3-ynyl)-1H-indazole). Isolated yield 2.0%. As a reaction SMILES: [CH2:1]([N:5]1[CH:13]=[C:12]2[C:7]([CH:8]=[CH:9][CH:10]=[CH:11]2)=[N:6]1)[CH2:2][C:3]#[CH:4].[CH2:14]([N:18]1[C:26]2[C:21](=[CH:22][CH:23]=[CH:24][CH:25]=2)[CH:20]=[N:19]1)[CH2:15][C:16]#[CH:17].C1C=CC(P(C2C=CC=CC=2)C2C=CC=CC=2)=CC=1.Br[C:47]1[CH:52]=[CH:51][CH:50]=[CH:49][N:48]=1>CN(C=O)C.[Cu]I.Cl[Pd](Cl)([P](C1C=CC=CC=1)(C1C=CC=CC=1)C1C=CC=CC=1)[P](C1C=CC=CC=1)(C1C=CC=CC=1)C1C=CC=CC=1.CCN(CC)CC>[N:18]1[CH:24]=[CH:23][CH:22]=[CH:21][C:26]=1[C:4]#[C:3][CH2:2][CH2:1][N:5]1[CH:13]=[C:12]2[C:7]([CH:8]=[CH:9][CH:10]=[CH:11]2)=[N:6]1.[N:48]1[CH:49]=[CH:50][CH:51]=[CH:52][C:47]=1[C:17]#[C:16][CH2:15][CH2:14][N:18]1[C:26]2[C:21](=[CH:22][CH:23]=[CH:24][CH:25]=2)[CH:20]=[N:19]1 |^1:62,81|. Reported procedure: A solution of 2-(but-3-ynyl)-2H-indazole and 1-(but-3-ynyl)-1H-indazole (160 mg, 0.94 mmol) in DMF (0.5 mL) was added to a suspension of CuI (8.9 mg, 47 μmol), Et3N (2.5 mL), Pd(PPh3)2Cl2 (33 mg, 47 μmol), PPh3 (6.2 mg, 23 μmol) and 2-bromopyridine (149 mg, 0.94 mmol). The reaction mixture was heated at 120° C. for 900 s in a microwave. The reaction mixture was quenched with water, Et3N was evaporated and the aqueous phase was extracted with DCM. The organic phase was washed with a saturated sol... Reactants: [Al+3], CC(C)(C)OC(=O)NC1(CC#N)CCCC1, CCOCC, [H-], [H-], [H-], [H-], [Li+], [Na+], [Na+], O=S(=O)([O-])[O-]. Product: CC(C)(C)OC(=O)NC1(CCN)CCCC1. RXN SMILES: [Al+3:2].[C:7](#[N:8])[CH2:9][C:10]1([NH:15][C:16]([O:17][C:18]([CH3:19])([CH3:20])[CH3:21])=[O:22])[CH2:11][CH2:12][CH2:13][CH2:14]1.[CH3:30][CH2:31][O:32][CH2:33][CH3:34].[H-:1].[H-:4].[H-:5].[H-:6].[Li+:3].[Na+:23].[Na+:24].[O-:25][S:26](=[O:27])(=[O:28])[O-:29]>>[CH2:7]([NH2:8])[CH2:9][C:10]1([NH:15][C:16]([O:17][C:18]([CH3:19])([CH3:20])[CH3:21])=[O:22])[CH2:11][CH2:12][CH2:13][CH2:14]1. Reactants: CNC(C1=C(N=CC=C1)CC(C1=CC=C(C=C1)Cl)=O)=O (2-(4'-chlorobenzoylmethyl)nicotinic acid N-methylamide), C (charcoal), CNC(C1=C(N=CC=C1)CC(C1=CC=C(C=C1)Cl)=O)=O (2-(4'-chlorobenzoylmethyl)nicotinic acid N-methylamide), [OH-].[Na+] (sodium hydroxide). Solvent: C(Cl)(Cl)Cl (chloroform). Reaction conditions: time 3 hour. Product: ClC1=CC=C(C=C1)C=1N(C(C=2C=CC=NC2C1)=O)C (7-(4'-Chlorophenyl)-6-methyl-1,6-naphthyridine-5-(6H)-one). Reaction SMILES: [CH3:1][NH:2][C:3](=[O:20])[C:4]1[CH:9]=[CH:8][CH:7]=[N:6][C:5]=1[CH2:10][C:11](=O)[C:12]1[CH:17]=[CH:16][C:15]([Cl:18])=[CH:14][CH:13]=1.[OH-].[Na+].C>C(Cl)(Cl)Cl>[Cl:18][C:15]1[CH:16]=[CH:17][C:12]([C:11]2[N:2]([CH3:1])[C:3](=[O:20])[C:4]3[CH:9]=[CH:8][CH:7]=[N:6][C:5]=3[CH:10]=2)=[CH:13][CH:14]=1 |f:1.2|. Reported procedure: 5 ml. of trifluromethanesulfonic acid were added to 4.6 g. (16.0 mmol.) of 2-(4'-chlorobenzoylmethyl)nicotinic acid N-methylamide (Compound XX) in 30 ml. chloroform stirred at 0° C. The resulting reaction mixture was then stirred at room temperature for 3 hours, chilled to 0° C. and made basic with 10% sodium hydroxide solution. Celite and charcoal were added and the entire reaction mixture was filtered through Celite. The phases were separated and the aqueous phase was extracted with methylene ... Starting materials: CO, COC(=O)C1(CC2CC2)CCN(C(=O)OC(C)(C)C)C1, [K+], [OH-], O. The product is CC(C)(C)OC(=O)N1CCC(CC2CC2)(C(=O)O)C1. RXN SMILES: [CH3:23][OH:24].[CH:1]1([CH2:4][C:5]2([C:17](=[O:18])[O:19][CH3:20])[CH2:6][N:7]([C:10](=[O:11])[O:12][C:13]([CH3:14])([CH3:15])[CH3:16])[CH2:8][CH2:9]2)[CH2:2][CH2:3]1.[K+:22].[OH-:21].[OH2:25]>>[CH:1]1([CH2:4][C:5]2([C:17](=[O:18])[OH:19])[CH2:6][N:7]([C:10](=[O:11])[O:12][C:13]([CH3:14])([CH3:15])[CH3:16])[CH2:8][CH2:9]2)[CH2:2][CH2:3]1. The reactants are IC=1C=C(C#N)C=CC1 (3-iodobenzonitrile), C(#C)C=1C=NC=C(C1)OC (3-ethynyl-5-methoxypyridine), 10. The product is COC=1C=C(C=NC1)C#CC=1C=C(C#N)C=CC1 (3-(5-Methoxypyridin-3-ylethynyl)-benzonitrile). The yield is 68.0%. RXN SMILES: I[C:2]1[CH:3]=[C:4]([CH:7]=[CH:8][CH:9]=1)[C:5]#[N:6].[C:10]([C:12]1[CH:13]=[N:14][CH:15]=[C:16]([O:18][CH3:19])[CH:17]=1)#[CH:11]>>[CH3:19][O:18][C:16]1[CH:17]=[C:12]([C:10]#[C:11][C:2]2[CH:3]=[C:4]([CH:7]=[CH:8][CH:9]=2)[C:5]#[N:6])[CH:13]=[N:14][CH:15]=1. Reported procedure: Prepare essentially as described in PREPARATION 10 using 3-iodobenzonitrile (681 mg, 3.0 mmol) and 3-ethynyl-5-methoxypyridine from PREPARATION 10 (415 mg, 3.1 mmol) at room temperature for 16 h to give the title compound (564 mg, 68%). Starting materials: Brc1ncnc2nc[nH]c12, CCCCO, CCN(C(C)C)C(C)C, NCc1cc2cccc(F)c2nc1-c1ccccc1. The product is Fc1cccc2cc(CNc3ncnc4nc[nH]c34)c(-c3ccccc3)nc12. As a reaction SMILES: [Br:1][c:2]1[c:3]2[nH:4][cH:5][n:6][c:7]2[n:8][cH:9][n:10]1.[CH2:39]([OH:40])[CH2:41][CH2:42][CH3:43].[CH:11]([N:12]([CH:13]([CH3:14])[CH3:15])[CH2:16][CH3:17])([CH3:18])[CH3:19].[F:20][c:21]1[cH:22][cH:23][cH:24][c:25]2[cH:26][c:27]([CH2:37][NH2:38])[c:28](-[c:31]3[cH:32][cH:33][cH:34][cH:35][cH:36]3)[n:29][c:30]12>>[c:2]1([NH:38][CH2:37][c:27]2[cH:26][c:25]3[cH:24][cH:23][cH:22][c:21]([F:20])[c:30]3[n:29][c:28]2-[c:31]2[cH:32][cH:33][cH:34][cH:35][cH:36]2)[c:3]2[nH:4][cH:5][n:6][c:7]2[n:8][cH:9][n:10]1.